From a dataset of the Open Reaction Database (ORD), a public repository of structured organic reaction records. describe an organic reaction: reactants, conditions, products, and yield The reactants are ClB(Cl)Cl, ClCCl, Cc1ccccc1, N#Cc1ccccc1, CN1CCC(Nc2ccccc2)CC1, [Na+], [OH-], Cc1ccccc1. Product: CN1CCC(Nc2ccccc2C(=N)c2ccccc2)CC1. As a reaction SMILES: [B:8]([Cl:9])([Cl:10])[Cl:11].[CH2:43]([Cl:44])[Cl:45].[CH3:36][c:37]1[cH:38][cH:39][cH:40][cH:41][cH:42]1.[N:26]#[C:27][c:28]1[cH:29][cH:30][cH:31][cH:32][cH:33]1.[NH:12]([c:13]1[cH:14][cH:15][cH:16][cH:17][cH:18]1)[CH:19]1[CH2:20][CH2:21][N:22]([CH3:25])[CH2:23][CH2:24]1.[Na+:35].[OH-:34].[c:1]1([CH3:2])[cH:3][cH:4][cH:5][cH:6][cH:7]1>>[NH:12]([c:13]1[cH:14][cH:15][cH:16][cH:17][c:18]1[C:27](=[NH:26])[c:28]1[cH:29][cH:30][cH:31][cH:32][cH:33]1)[CH:19]1[CH2:20][CH2:21][N:22]([CH3:25])[CH2:23][CH2:24]1.